From a dataset of the Open Reaction Database (ORD), a public repository of structured organic reaction records. describe an organic reaction: reactants, conditions, products, and yield Starting materials: CC1(CN(CC1)C(=O)OC(C)(C)C)C(=O)[O-] (1-tert-butyl 3-methylpyrrolidine-1,3-dicarboxylate), NN (hydrazine). Run in C(C)O (ethanol). Yields the product N(N)C(=O)C1CN(CC1)C(=O)OC(C)(C)C (tert-butyl 3-(hydrazinocarbonyl)pyrrolidine-1-carboxylate). RXN SMILES: C[C:2]1([C:14]([O-:16])=O)[CH2:6][CH2:5][N:4]([C:7]([O:9][C:10]([CH3:13])([CH3:12])[CH3:11])=[O:8])[CH2:3]1.[NH2:17][NH2:18]>C(O)C>[NH:17]([C:14]([CH:2]1[CH2:6][CH2:5][N:4]([C:7]([O:9][C:10]([CH3:13])([CH3:12])[CH3:11])=[O:8])[CH2:3]1)=[O:16])[NH2:18]. Procedure: A solution of 1-tert-butyl 3-methylpyrrolidine-1,3-dicarboxylate (1.00 equiv.) and hydrazine (excess of 50% aq. solution) in ethanol (0.2 M final conc.) is heated to reflux. After the reaction is deemed complete, the reaction mixture is cooled to rt and partially concentrated. The resulting mixture is diluted with EtOAc, and the resulting organics are washed with water and brine, dried (sodium sulfate) and concentrated in vacuo to afford the title compound i-13a. Reactants: CC([O-])=S, CS(=O)(=O)OC1CN(c2nc(C(=O)N3CCCC3)cs2)C1, CN(C)C=O, [K+]. Yields the product CC(=O)SC1CN(c2nc(C(=O)N3CCCC3)cs2)C1. As a reaction SMILES: [C:22]([CH3:23])(=[S:24])[O-:25].[CH3:1][S:2]([O:3][CH:6]1[CH2:7][N:8]([c:10]2[s:11][cH:12][c:13]([C:15](=[O:16])[N:17]3[CH2:18][CH2:19][CH2:20][CH2:21]3)[n:14]2)[CH2:9]1)(=[O:4])=[O:5].[CH3:27][N:28]([CH3:29])[CH:30]=[O:31].[K+:26]>>[CH:6]1([S:24][C:22]([CH3:23])=[O:25])[CH2:7][N:8]([c:10]2[s:11][cH:12][c:13]([C:15](=[O:16])[N:17]3[CH2:18][CH2:19][CH2:20][CH2:21]3)[n:14]2)[CH2:9]1. The reactants are [Li]CCCC, CCCCCC, CSc1ccc(C=O)cc1C(F)(F)F, C1CCOC1, COc1cnc2c(ccn2S(=O)(=O)c2ccccc2)c1. Product: COc1cnc2c(c1)cc(C(O)c1ccc(SC)c(C(F)(F)F)c1)n2S(=O)(=O)c1ccccc1. As a reaction SMILES: [CH2:21]([Li:22])[CH2:23][CH2:24][CH3:25].[CH3:26][CH2:27][CH2:28][CH2:29][CH2:30][CH3:31].[CH3:32][S:33][c:34]1[c:35]([C:42]([F:43])([F:44])[F:45])[cH:36][c:37]([CH:38]=[O:39])[cH:40][cH:41]1.[O:46]1[CH2:47][CH2:48][CH2:49][CH2:50]1.[c:1]1([S:7](=[O:8])(=[O:9])[n:10]2[cH:11][cH:12][c:13]3[c:14]2[n:15][cH:16][c:17]([O:19][CH3:20])[cH:18]3)[cH:2][cH:3][cH:4][cH:5][cH:6]1>>[c:1]1([S:7](=[O:8])(=[O:9])[n:10]2[c:11]([CH:38]([c:37]3[cH:36][c:35]([C:42]([F:43])([F:44])[F:45])[c:34]([S:33][CH3:32])[cH:41][cH:40]3)[OH:39])[cH:12][c:13]3[c:14]2[n:15][cH:16][c:17]([O:19][CH3:20])[cH:18]3)[cH:2][cH:3][cH:4][cH:5][cH:6]1. Reactants: copolymer ( 25 ), OCCCCCCOC(=O)C=1C(OC2=CC(=CC=C2C1)N(CC)CC)=O (3-(6-hydroxyhexoxycarbonyl)-7-diethylaminocoumarin), C(CCCCCCCCCCC)(=O)[O-].C(CCCCCCCCCCC)(=O)[O-].C(CCC)[Sn+2]CCCC (dibutyltin dilaurate), N(=C=O)C(C)(C)C=1C=C(C(=C)C)C=CC1 (m-(2-isocyanatoprop-2-yl)-α-methylstyrene), copolymer ( 27 ). Solvent: C(Cl)Cl (methylene chloride). The product is O1C(=O)C=CC2=CC=CC=C12 (coumarin). Reaction SMILES: N(C(C1C=C(C=CC=1)C(C)=C)(C)C)=C=O.OCCCCCCOC([C:26]1[C:27](=[O:41])[O:28][C:29]2[C:34]([CH:35]=1)=[CH:33][CH:32]=[C:31](N(CC)CC)[CH:30]=2)=O.C([O-])(=O)CCCCCCCCCCC.C([O-])(=O)CCCCCCCCCCC.C([Sn+2]CCCC)CCC>C(Cl)Cl>[O:28]1[C:29]2[C:34](=[CH:33][CH:32]=[CH:31][CH:30]=2)[CH:35]=[CH:26][C:27]1=[O:41] |f:2.3.4|. Procedure: In this scheme, m-(2-isocyanatoprop-2-yl)-α-methylstyrene (23) and m/p-methylstyrene (24) are polymerised under the action of AIBN as free-radical initiator in toluene at 100° to 110° C. to yield the copolymer (25). The preferred molar proportion x of comonomer (23) is between 0 and 60%. The copolymer (25) obtainable in this manner reacts with 3-(6-hydroxyhexoxycarbonyl)-7-diethylaminocoumarin (26) in the presence of catalytic quantities of dibutyltin dilaurate (DBZD) in refluxing methylene chlo... The reactants are CCCCCCCN(CC1CCCCC1)C(=O)COc1ccc(CC(OCC)C(=O)OCC)cc1, Cl, [Li+], [OH-], O. The product is CCCCCCCN(CC1CCCCC1)C(=O)COc1ccc(CC(OCC)C(=O)O)cc1. As a reaction SMILES: [CH2:1]([CH3:2])[O:3][C:4]([CH:5]([CH2:6][c:7]1[cH:8][cH:9][c:10]([O:13][CH2:14][C:15](=[O:16])[N:17]([CH2:18][CH2:19][CH2:20][CH2:21][CH2:22][CH2:23][CH3:24])[CH2:25][CH:26]2[CH2:27][CH2:28][CH2:29][CH2:30][CH2:31]2)[cH:11][cH:12]1)[O:32][CH2:33][CH3:34])=[O:35].[ClH:38].[Li+:36].[OH-:37].[OH2:39]>>[O:3]=[C:4]([CH:5]([CH2:6][c:7]1[cH:8][cH:9][c:10]([O:13][CH2:14][C:15](=[O:16])[N:17]([CH2:18][CH2:19][CH2:20][CH2:21][CH2:22][CH2:23][CH3:24])[CH2:25][CH:26]2[CH2:27][CH2:28][CH2:29][CH2:30][CH2:31]2)[cH:11][cH:12]1)[O:32][CH2:33][CH3:34])[OH:35].